This data is from the Open Reaction Database (ORD), a public repository of structured organic reaction records. The task is: describe an organic reaction: reactants, conditions, products, and yield Reactants: Nc1ccccc1Br, COc1ccc(C(=O)Cl)cc1, Cc1ccccc1, c1ccncc1. Yields the product COc1ccc(C(=O)Nc2ccccc2Br)cc1. Reaction SMILES: [Br:1][c:2]1[c:3]([NH2:4])[cH:5][cH:6][cH:7][cH:8]1.[CH3:15][O:16][c:17]1[cH:18][cH:19][c:20]([C:21](=[O:22])[Cl:23])[cH:24][cH:25]1.[CH3:26][c:27]1[cH:28][cH:29][cH:30][cH:31][cH:32]1.[cH:9]1[cH:10][cH:11][n:12][cH:13][cH:14]1>>[Br:1][c:2]1[c:3]([NH:4][C:21]([c:20]2[cH:19][cH:18][c:17]([O:16][CH3:15])[cH:25][cH:24]2)=[O:22])[cH:5][cH:6][cH:7][cH:8]1. Starting materials: CCOC(=O)c1c(C)nc2c(NCc3c(C)cccc3C)cc(C)cn12, O=C([O-])C(O)C(O)C(=O)[O-], COCCO[AlH2-]OCCOC, Cc1ccccc1, [K+], [Na+], [Na+], O, O, O, O, O. Product: Cc1cc(NCc2c(C)cccc2C)c2nc(C)c(CO)n2c1. As a reaction SMILES: [C:1](=[O:2])([O:3][CH2:4][CH3:5])[c:6]1[c:7]([CH3:26])[n:8][c:9]2[n:10]1[cH:11][c:12]([CH3:25])[cH:13][c:14]2[NH:15][CH2:16][c:17]1[c:18]([CH3:24])[cH:19][cH:20][cH:21][c:22]1[CH3:23].[C:43]([CH:44]([CH:45]([C:46]([O-:47])=[O:48])[OH:49])[OH:50])([O-:51])=[O:52].[CH3:28][O:29][CH2:30][CH2:31][O:32][AlH2-:33][O:34][CH2:35][CH2:36][O:37][CH3:38].[CH3:56][c:57]1[cH:58][cH:59][cH:60][cH:61][cH:62]1.[K+:53].[Na+:27].[Na+:54].[OH2:39].[OH2:40].[OH2:41].[OH2:42].[OH2:55]>>[CH2:1]([OH:2])[c:6]1[c:7]([CH3:26])[n:8][c:9]2[n:10]1[cH:11][c:12]([CH3:25])[cH:13][c:14]2[NH:15][CH2:16][c:17]1[c:18]([CH3:24])[cH:19][cH:20][cH:21][c:22]1[CH3:23].